Dataset: the Open Reaction Database (ORD), a public repository of structured organic reaction records. Task: describe an organic reaction: reactants, conditions, products, and yield Reactants: ClC1=C(C=CC(=C1)Cl)CCNC1=CC(=NC(=N1)OC)C=1C=C(C(=O)O)C=CC1 (3-{6-[2-(2,4-dichloro-phenyl)-ethylamino]-2-methoxy-pyrimidin-4-yl}-benzoic acid), OCCN1CCOCC1 (N-(2-hydroxyethyl) morpholine), C1(CCCCC1)N=C=NC1CCCCC1 (1,3-dicyclohexylcarbodiimide). Reagents/catalysts: CN(C1=CC=NC=C1)C (4-Dimethylaminopyridine). The solvent is C1CCOC1.C(Cl)Cl (THF DCM). Reaction conditions: time 5.5 hour. Yields the product N1(CCOCC1)CCOC(C1=CC(=CC=C1)C1=NC(=NC(=C1)NCCC1=C(C=C(C=C1)Cl)Cl)OC)=O (3-{6-[2-(2,4-dichloro-phenyl)-ethylamino]-2-methoxy-pyrimidin-4-yl}-benzoic acid 2-morpholin-4-yl-ethyl ester). Yield: 43.9%. Reaction SMILES: [Cl:1][C:2]1[CH:7]=[C:6]([Cl:8])[CH:5]=[CH:4][C:3]=1[CH2:9][CH2:10][NH:11][C:12]1[N:17]=[C:16]([O:18][CH3:19])[N:15]=[C:14]([C:20]2[CH:21]=[C:22]([CH:26]=[CH:27][CH:28]=2)[C:23]([OH:25])=[O:24])[CH:13]=1.O[CH2:30][CH2:31][N:32]1[CH2:37][CH2:36][O:35][CH2:34][CH2:33]1.C1(N=C=NC2CCCCC2)CCCCC1>CN(C)C1C=CN=CC=1.C1COCC1.C(Cl)Cl>[N:32]1([CH2:31][CH2:30][O:24][C:23](=[O:25])[C:22]2[CH:26]=[CH:27][CH:28]=[C:20]([C:14]3[CH:13]=[C:12]([NH:11][CH2:10][CH2:9][C:3]4[CH:4]=[CH:5][C:6]([Cl:8])=[CH:7][C:2]=4[Cl:1])[N:17]=[C:16]([O:18][CH3:19])[N:15]=3)[CH:21]=2)[CH2:37][CH2:36][O:35][CH2:34][CH2:33]1 |f:4.5|. Procedure details: 4-Dimethylaminopyridine (4.4 mg, 0.036 mmol) is added to a stirred solution of 3-{6-[2-(2,4-dichloro-phenyl)-ethylamino]-2-methoxy-pyrimidin-4-yl}-benzoic acid (100 mg, 0.24 mmol), N-(2-hydroxyethyl) morpholine (29.07 μL, 0.24 mmol) and 1,3-dicyclohexylcarbodiimide (0.31 mL, 1 M solution in DCM) in dry THF/DCM (6 mL, 1:1) and the reaction mixture is stirred for 5.5 hours at room temperature under nitrogen atmosphere. The mixture is filtered over a pad of Celite and the filtrate concentrated unde... The reactants are CCO, C(=NC1CCCCC1)=NC1CCCCC1, Cc1ccccc1Nc1nc2ccc(CC(=O)Nc3ccc(C4(CC(=O)O)Cc5ccccc5C4)cc3)cc2o1, Cc1ccccc1N=C=S. Product: Cc1ccccc1Nc1nc2ccc(CC(=O)O)cc2o1. As a reaction SMILES: [CH3:66][CH2:67][OH:68].[CH:51]1([N:52]=[C:53]=[N:54][CH:55]2[CH2:56][CH2:57][CH2:58][CH2:59][CH2:60]2)[CH2:61][CH2:62][CH2:63][CH2:64][CH2:65]1.[c:1]1([CH3:40])[c:2]([NH:7][c:8]2[o:9][c:10]3[c:11]([n:12]2)[cH:13][cH:14][c:15]([CH2:17][C:18](=[O:19])[NH:20][c:21]2[cH:22][cH:23][c:24]([C:25]4([CH2:26][C:27]([OH:28])=[O:29])[CH2:30][c:31]5[c:32]([cH:33][cH:34][cH:35][cH:36]5)[CH2:37]4)[cH:38][cH:39]2)[cH:16]3)[cH:3][cH:4][cH:5][cH:6]1.[c:41]1([CH3:42])[c:43]([N:44]=[C:45]=[S:46])[cH:47][cH:48][cH:49][cH:50]1>>[c:1]1([CH3:40])[c:2]([NH:7][c:8]2[o:9][c:10]3[c:11]([n:12]2)[cH:13][cH:14][c:15]([CH2:17][C:18]([OH:19])=[O:68])[cH:16]3)[cH:3][cH:4][cH:5][cH:6]1. Starting materials: CC(C)(C)OC(=O)CON(Cc1ccc(F)cc1)C(=O)C=C1OC(C)(C)OC1=O, ClCCl, O=C(O)C(F)(F)F. Yields the product CC1(C)OC(=O)C(=CC(=O)N(Cc2ccc(F)cc2)OCC(=O)O)O1. Reaction SMILES: [C:1]([CH3:2])([CH3:3])([CH3:4])[O:5][C:6]([CH2:7][O:8][N:9]([CH2:10][c:11]1[cH:12][cH:13][c:14]([F:17])[cH:15][cH:16]1)[C:18]([CH:19]=[C:20]1[O:21][C:22]([CH3:26])([CH3:27])[O:23][C:24]1=[O:25])=[O:28])=[O:29].[Cl:37][CH2:38][Cl:39].[OH:30][C:31]([C:32]([F:33])([F:34])[F:35])=[O:36]>>[O:5]=[C:6]([CH2:7][O:8][N:9]([CH2:10][c:11]1[cH:12][cH:13][c:14]([F:17])[cH:15][cH:16]1)[C:18]([CH:19]=[C:20]1[O:21][C:22]([CH3:26])([CH3:27])[O:23][C:24]1=[O:25])=[O:28])[OH:29]. The solvent is C1(=CC=CC=C1)C (toluene). Procedure details: To a vial charged with 1-(2′-amino-7-(5-chloro-2-fluorophenyl)-5′H-spiro[chromeno[2,3-b]pyridine-5,4′-oxazole]-3-yloxy)propan-2-one (0.140 g, 0.308 mmol), p-toluenesulfonic acid (0.159 g, 0.925 mmol), and 4 Angstrom molecular seives was added 3 mL toluene. The resulting mixture was treated with ethylene glycol (0.022 mL, 0.401 mmol) and was heated to reflux. After stirring for 10 hours, copper(ii) sulfate (0.059 g, 0.617 mmol) was added followed by an additional portion of ethylene glycol (0.022... The reagents and catalysts are S(=O)(=O)([O-])[O-].[Cu+2] (copper(ii) sulfate). Reaction conditions: time 10 hour. Product: ClC=1C=CC(=C(C1)C=1C=C2C(=CC1)OC1=NC=C(C=C1C21N=C(OC1)N)OCC1(OCCO1)C)F (7-(5-chloro-2-fluorophenyl)-3-((2-methyl-1,3-dioxolan-2-yl)methoxy)-5′H-spiro[chromeno[2,3-b]pyridine-5,4′-oxazol]-2′-amine). As a reaction SMILES: [NH2:1][C:2]1[O:3][CH2:4][C:5]2([C:19]3[C:14](=[N:15][CH:16]=[C:17]([O:20][CH2:21][C:22](=[O:24])[CH3:23])[CH:18]=3)[O:13][C:12]3[C:7]2=[CH:8][C:9]([C:25]2[CH:30]=[C:29]([Cl:31])[CH:28]=[CH:27][C:26]=2[F:32])=[CH:10][CH:11]=3)[N:6]=1.C1(C)C=CC(S(O)(=O)=O)=CC=1.[CH2:44](O)[CH2:45][OH:46].C([O-])(O)=O.[Na+]>S([O-])([O-])(=O)=O.[Cu+2].C1(C)C=CC=CC=1>[Cl:31][C:29]1[CH:28]=[CH:27][C:26]([F:32])=[C:25]([C:9]2[CH:8]=[C:7]3[C:5]4([CH2:4][O:3][C:2]([NH2:1])=[N:6]4)[C:19]4[C:14](=[N:15][CH:16]=[C:17]([O:20][CH2:21][C:22]5([CH3:23])[O:46][CH2:45][CH2:44][O:24]5)[CH:18]=4)[O:13][C:12]3=[CH:11][CH:10]=2)[CH:30]=1 |f:3.4,5.6|. The reactants are C(CO)O (ethylene glycol), NC=1OCC2(N1)C1=CC(=CC=C1OC1=NC=C(C=C12)OCC(C)=O)C1=C(C=CC(=C1)Cl)F (1-(2′-amino-7-(5-chloro-2-fluorophenyl)-5′H-spiro[chromeno[2,3-b]pyridine-5,4′-oxazole]-3-yloxy)propan-2-one), C1(=CC=C(C=C1)S(=O)(=O)O)C (p-toluenesulfonic acid), C(=O)(O)[O-].[Na+] (NaHCO3), C(CO)O (ethylene glycol).